Dataset: the Open Reaction Database (ORD), a public repository of structured organic reaction records. Task: describe an organic reaction: reactants, conditions, products, and yield Starting materials: Cl.NO (hydroxylamine hydrochloride), C(C)(C)(C)OC(NCCOC1=CC(=NC2=C3N=CC=CC3=CC=C12)C=O)=O ([2-(2-formyl-[1,10]phenanthrolin-4-yloxy)-ethyl]carbamic acid tert-butyl ester), [OH-].[Na+] (NaOH). Run in O (water), FC(C(=O)O)(F)F (trifluoroacetic acid), C(Cl)Cl (methylene chloride). Product: NCCOC1=CC(=NC2=C3N=CC=CC3=CC=C12)C=NO (4-(2-Amino-ethoxy)-[1,10]phenanthroline-2-carbaldehyde oxime), solid. Isolated yield 9.0%. As a reaction SMILES: C(OC(=O)[NH:7][CH2:8][CH2:9][O:10][C:11]1[C:24]2[C:15](=[C:16]3[C:21](=[CH:22][CH:23]=2)[CH:20]=[CH:19][CH:18]=[N:17]3)[N:14]=[C:13]([CH:25]=O)[CH:12]=1)(C)(C)C.Cl.[NH2:29][OH:30].[OH-].[Na+]>FC(F)(F)C(O)=O.C(Cl)Cl.O>[NH2:7][CH2:8][CH2:9][O:10][C:11]1[C:24]2[C:15](=[C:16]3[C:21](=[CH:22][CH:23]=2)[CH:20]=[CH:19][CH:18]=[N:17]3)[N:14]=[C:13]([CH:25]=[N:29][OH:30])[CH:12]=1 |f:1.2,3.4|. Reported procedure: A solution of [2-(2-formyl-[1,10]phenanthrolin-4-yloxy)-ethyl]carbamic acid tert-butyl ester (0.52 g, 1.4 mmol) was stirred for 1 hour at room temperature in a mixture of trifluoroacetic acid (5 mL) and methylene chloride (10 mL). The solvent was removed and the residue was dried and redissolved in ethanol (5 mL). A solution of hydroxylamine hydrochloride (0.88 g, 12.7 mmol) in water (7 mL) was added followed by the addition of 10% NaOH until a white precipitate formed. The mixture was heated to... Starting materials: ClC1=C(C=C(C=C1)C=1C(=NC=C(C(=O)O)C1)OCC(F)(F)F)C (5-(4-chloro-3-methylphenyl)-6-(2,2,2-trifluoroethoxy)nicotinic acid), C1(CC1)C=1SC=C(N1)CN (2-cyclopropyl-4-thiazolemethanamine). Procedure: The title compound was synthesized in analogy to Example 1 using 5-(4-chloro-3-methylphenyl)-6-(2,2,2-trifluoroethoxy)nicotinic acid (example BJ) and 2-cyclopropyl-4-thiazolemethanamine (CAN 1083299-53-9) as starting materials; LC-MS (UV peak area/ESI) 95.4%, 482.09 (M+H)+. The product is ClC1=C(C=C(C=C1)C=1C(=NC=C(C(=O)NCC=2N=C(SC2)C2CC2)C1)OCC(F)(F)F)C (5-(4-chloro-3-methylphenyl)-N-((2-cyclopropylthiazol-4-yl)methyl)-6-(2,2,2-trifluoroethoxy)nicotinamide). Reaction SMILES: [Cl:1][C:2]1[CH:7]=[CH:6][C:5]([C:8]2[C:9]([O:17][CH2:18][C:19]([F:22])([F:21])[F:20])=[N:10][CH:11]=[C:12]([CH:16]=2)[C:13]([OH:15])=O)=[CH:4][C:3]=1[CH3:23].[CH:24]1([C:27]2[S:28][CH:29]=[C:30]([CH2:32][NH2:33])[N:31]=2)[CH2:26][CH2:25]1>>[Cl:1][C:2]1[CH:7]=[CH:6][C:5]([C:8]2[C:9]([O:17][CH2:18][C:19]([F:22])([F:20])[F:21])=[N:10][CH:11]=[C:12]([CH:16]=2)[C:13]([NH:33][CH2:32][C:30]2[N:31]=[C:27]([CH:24]3[CH2:26][CH2:25]3)[S:28][CH:29]=2)=[O:15])=[CH:4][C:3]=1[CH3:23]. Reactants: [BH4-], C1CCOC1, O=C(O)c1cccc(S(=O)(=O)N2CCCCC2)c1, [Na+], O. Product: O=S(=O)(c1cccc(CO)c1)N1CCCCC1. RXN SMILES: [BH4-:19].[CH2:21]1[O:22][CH2:23][CH2:24][CH2:25]1.[N:1]1([S:7](=[O:8])(=[O:9])[c:10]2[cH:11][c:12]([C:13](=[O:14])[OH:15])[cH:16][cH:17][cH:18]2)[CH2:2][CH2:3][CH2:4][CH2:5][CH2:6]1.[Na+:20].[OH2:26]>>[N:1]1([S:7](=[O:8])(=[O:9])[c:10]2[cH:11][c:12]([CH2:13][OH:14])[cH:16][cH:17][cH:18]2)[CH2:2][CH2:3][CH2:4][CH2:5][CH2:6]1. Starting materials: N1=CC=CC=C1 (pyridine), ClC=1C=C(C=CC1Cl)S(=O)(=O)Cl (3,4-dichlorobenzenesulfonyl chloride), COC(CC1=C(C=CC=C1)N)=O (2-Aminophenylacetic acid methyl ester). Solvent: C(Cl)Cl (DCM), C(Cl)Cl (DCM), C(Cl)Cl (DCM). Conditions: time 8 hour. The product is COC(CC1=C(C=CC=C1)NS(=O)(=O)C1=CC(=C(C=C1)Cl)Cl)=O (2-(2-(3,4-Dichlorophenylsulfonamido)phenyl)acetic acid methyl ester). As a reaction SMILES: [CH3:1][O:2][C:3](=[O:12])[CH2:4][C:5]1[CH:10]=[CH:9][CH:8]=[CH:7][C:6]=1[NH2:11].N1C=CC=CC=1.[Cl:19][C:20]1[CH:21]=[C:22]([S:27](Cl)(=[O:29])=[O:28])[CH:23]=[CH:24][C:25]=1[Cl:26]>C(Cl)Cl>[CH3:1][O:2][C:3](=[O:12])[CH2:4][C:5]1[CH:10]=[CH:9][CH:8]=[CH:7][C:6]=1[NH:11][S:27]([C:22]1[CH:23]=[CH:24][C:25]([Cl:26])=[C:20]([Cl:19])[CH:21]=1)(=[O:29])=[O:28]. Reported procedure: 2-Aminophenylacetic acid methyl ester (10.2 g, 39.45 mmol) was dissolved in DCM (200 ml). There were then added first pyridine (12.4 ml, 151.71 mmol) and 3,4-dichlorobenzenesulfonyl chloride (11.8 ml, 75.87 mmol) in DCM (50 ml). The reaction solution was stirred overnight and then diluted with DCM and washed in succession with 0.5 M KHSO4 solution, saturated NaHCO3 solution and saturated NaCl solution, dried over sodium sulfate and concentrated. Purification was carried out by column chromatogra... Reactants: C1CS(=O)(=O)CC1=O (tetrahydrothiophene-3-oxo-1,1-dioxide), ClC1=C(C=C(C=O)C=C1)[N+](=O)[O-] (4-chloro-3-nitrobenzaldehyde), NC1=CC(CC1)=O (3-amino-2-cyclopenten-1-one). Solvent: C(C)O (ethanol). Product: ClC1=C(C=C(C=C1)C1C2=C(NC3=C1S(CC3)(=O)=O)CCC2=O)[N+](=O)[O-] (8-(4-chloro-3-nitrophenyl)-2,3,4,5,6,8-hexahydro-7H-cyclopenta[b]thieno[2,3-e]pyridin-7-one 1,1-dioxide). RXN SMILES: [CH2:1]1[C:7](=O)[CH2:6][S:3](=[O:5])(=[O:4])[CH2:2]1.[Cl:9][C:10]1[CH:17]=[CH:16][C:13]([CH:14]=O)=[CH:12][C:11]=1[N+:18]([O-:20])=[O:19].[NH2:21][C:22]1[CH2:26][CH2:25][C:24](=[O:27])[CH:23]=1>C(O)C>[Cl:9][C:10]1[CH:17]=[CH:16][C:13]([CH:14]2[C:6]3[S:3](=[O:5])(=[O:4])[CH2:2][CH2:1][C:7]=3[NH:21][C:22]3[CH2:26][CH2:25][C:24](=[O:27])[C:23]2=3)=[CH:12][C:11]=1[N+:18]([O-:20])=[O:19]. Procedure details: A solution of tetrahydrothiophene-3-oxo-1,1-dioxide (171 mg, 1.28 mmol), 4-chloro-3-nitrobenzaldehyde (210 mg, 1.13 mmol) and 3-amino-2-cyclopenten-1-one (110 mg, 1.13 mmol) in ethanol (3 mL) was heated to reflux for 24 hours and cooled. The precipitate was collected, washed with ethanol, dried and recrystallized from methanol/ chloroform to provide the title compound. Starting materials: O1CCCC1 (tetrahydrofuran), C(C)(C)NC(C)C (diisopropylamine), solution, C(CCC)[Li] (n-butyllithium), O1CCCC1 (tetrahydrofuran). The solvent is CCCCCC (hexane). Reaction conditions: temperature -30 celsius. Product: C=CCCC(CCC=C)=O (nona-1,8-dien-5-one). As a reaction SMILES: C(N[CH:5]([CH3:7])[CH3:6])(C)C.[CH2:8]([Li])[CH2:9][CH2:10][CH3:11].[O:13]1CC[CH2:15][CH2:14]1>CCCCCC>[CH2:11]=[CH:10][CH2:9][CH2:8][C:14](=[O:13])[CH2:15][CH2:7][CH:5]=[CH2:6]. Procedure: To a solution of 16.0 g (158 mmol) of diisopropylamine in 150 ml of tetrahydrofuran at 0° C. was added 158 ml of a 1.0M solution of n-butyllithium in hexane. The reaction mixture was cooled to -30° C., and to it was added a solution of 20.2 g (144 mmol) of the title product of Example 62 in 75 ml of tetrahydrofuran. After 1.0 hour at -30° C., the mixture was cooled to -70° C. To the resulting mixture was then added 26.1 g of allyl bromide in 38 ml of tetrahydrofuran. After 10 minutes, the mixtur...